From a dataset of the Open Reaction Database (ORD), a public repository of structured organic reaction records. describe an organic reaction: reactants, conditions, products, and yield Starting materials: CC(=O)OC1C2CC(CI)(OC(=O)N2)C(OC(C)=O)C1OC(C)=O, CN(C)C=O, [N-]=[N+]=[N-], [Na+]. The product is CC(=O)OC1C2CC(CN=[N+]=[N-])(OC(=O)N2)C(OC(C)=O)C1OC(C)=O. RXN SMILES: [C:1]([CH3:2])(=[O:3])[O:4][CH:5]1[CH:6]2[NH:7][C:8](=[O:24])[O:9][C:10]([CH2:22][I:23])([CH:11]([O:17][C:18]([CH3:19])=[O:20])[CH:12]1[O:13][C:14]([CH3:15])=[O:16])[CH2:21]2.[CH3:29][N:30]([CH3:31])[CH:32]=[O:33].[N-:26]=[N+:27]=[N-:28].[Na+:25]>>[C:1]([CH3:2])(=[O:3])[O:4][CH:5]1[CH:6]2[NH:7][C:8](=[O:24])[O:9][C:10]([CH2:22][N:26]=[N+:27]=[N-:28])([CH:11]([O:17][C:18]([CH3:19])=[O:20])[CH:12]1[O:13][C:14]([CH3:15])=[O:16])[CH2:21]2. Starting materials: ice, C(C)(C)(C)C1N(CC[N+](C1)(C1=C(C=CC=C1)OC)[O-])C(=O)[O-] (tert-butyl-4-(2-methoxyphenyl)-1-piperazinecarboxylate 4-oxide). The solvent is FC(C(=O)O)(F)F (trifluoroacetic acid). Yields the product COC1=C(C=CC=C1)[N+]1(CCNCC1)[O-] (1-(2-methoxyphenyl)piperazine 1-oxide). Isolated yield 74.4%. Reaction SMILES: C([CH:5]1[CH2:10][N+:9]([O-:19])([C:11]2[CH:16]=[CH:15][CH:14]=[CH:13][C:12]=2[O:17][CH3:18])[CH2:8][CH2:7][N:6]1C([O-])=O)(C)(C)C>FC(F)(F)C(O)=O>[CH3:18][O:17][C:12]1[CH:13]=[CH:14][CH:15]=[CH:16][C:11]=1[N+:9]1([O-:19])[CH2:8][CH2:7][NH:6][CH2:5][CH2:10]1. Reported procedure: To a stirred ice cold solution of 260 ml trifluoroacetic acid there was added under nitrogen, 26 g of tert-butyl-4-(2-methoxyphenyl)-1-piperazinecarboxylate 4-oxide and stirred for another 6 hours at ambient temperature. The solvent was removed in vacuo. The slurry was taken up in 200 ml ether and extracted twice with each 150 ml of water. The aqueous solution was applied to a column packed with 500 g Dowex 2 (×4, 20-50 mesh, OH- form) and the N-oxide-base eluted with water. After evaporation of... Reactants: C1(=CC=CC=C1)N\N=C\C(=O)OCC ((E)-ethyl 2-(2-phenylhydrazono)acetate), CC(C)([O-])C.[K+] (potassium tert-butoxide), [N+](=O)([O-])C(=CC1=C(C=C(C(=O)OC(C)(C)C)C=C1)C(=O)N1CC2=CC=CC=C2CC1)CCCC (tert-butyl 4-(2-nitrohex-1-enyl)-3-(1,2,3,4-tetrahydroisoquinoline-2-carbonyl)benzoate), C(=O)(C(F)(F)F)O (TFA). Solvent: C1CCOC1 (THF), C1CCOC1 (THF). Run at temperature -78 celsius, time 15 minute. Yields the product C(C)(C)(C)OC(=O)C1=CC(=C(C=C1)C=1C(=NN(C1CCCC)C1=CC=CC=C1)C(=O)OCC)C(=O)N1CC2=CC=CC=C2CC1 (Ethyl 4-(4-(tert-butoxycarbonyl)-2-(1,2,3,4-tetrahydroisoquinoline-2-carbonyl)phenyl)-5-butyl-1-phenyl-1H-pyrazole-3-carboxylate). Yield: 33.9%. Reaction SMILES: [C:1]1([NH:7]/[N:8]=[CH:9]/[C:10]([O:12][CH2:13][CH3:14])=[O:11])[CH:6]=[CH:5][CH:4]=[CH:3][CH:2]=1.CC(C)([O-])C.[K+].[N+]([C:24]([CH2:51][CH2:52][CH2:53][CH3:54])=[CH:25][C:26]1[CH:38]=[CH:37][C:29]([C:30]([O:32][C:33]([CH3:36])([CH3:35])[CH3:34])=[O:31])=[CH:28][C:27]=1[C:39]([N:41]1[CH2:50][CH2:49][C:48]2[C:43](=[CH:44][CH:45]=[CH:46][CH:47]=2)[CH2:42]1)=[O:40])([O-])=O.C(O)(C(F)(F)F)=O>C1COCC1>[C:33]([O:32][C:30]([C:29]1[CH:37]=[CH:38][C:26]([C:25]2[C:9]([C:10]([O:12][CH2:13][CH3:14])=[O:11])=[N:8][N:7]([C:1]3[CH:2]=[CH:3][CH:4]=[CH:5][CH:6]=3)[C:24]=2[CH2:51][CH2:52][CH2:53][CH3:54])=[C:27]([C:39]([N:41]2[CH2:50][CH2:49][C:48]3[C:43](=[CH:44][CH:45]=[CH:46][CH:47]=3)[CH2:42]2)=[O:40])[CH:28]=1)=[O:31])([CH3:34])([CH3:35])[CH3:36] |f:1.2|. Procedure details: To a solution of (E)-ethyl 2-(2-phenylhydrazono)acetate (31 mg, 0.16 mmol) in THF (1 mL) at −78° C. was added potassium tert-butoxide (0.161 mL, 0.161 mmol). After stirring at −78° C. for 15 min, a solution of tert-butyl 4-(2-nitrohex-1-enyl)-3-(1,2,3,4-tetrahydroisoquinoline-2-carbonyl)benzoate (75 mg, 0.161 mmol) in THF (1.0 mL) was added. After stirring at −78° C. for 15 min, TFA (0.024 mL, 0.323 mmol) was added and the reaction mixture became colorless. The reaction mixture was stirred at −7... Starting materials: FC1=C(COCCCCN(C(C)C)C(=O)OC(C)(C)C)C=CC=C1 (4-(2-fluorobenzyloxy)-N-(t-butoxycarbonyl)-N-(isopropyl)butylamine), FC1=C(COCCCCN(C(C)C)C(=O)OC(C)(C)C)C=CC=C1 (4-(2-fluorobenzyloxy)-N-(t-butoxycarbonyl)-N-(isopropyl)butylamine), FC(C(=O)O)(F)F (trifluoroacetic acid). Run in C(Cl)Cl (methylene chloride). Product: FC1=C(COCCCCNC(C)C)C=CC=C1 (4-(2-fluorobenzyloxy)-N-(isopropyl)butylamine). RXN SMILES: [F:1][C:2]1[CH:24]=[CH:23][CH:22]=[CH:21][C:3]=1[CH2:4][O:5][CH2:6][CH2:7][CH2:8][CH2:9][N:10](C(OC(C)(C)C)=O)[CH:11]([CH3:13])[CH3:12].FC(F)(F)C(O)=O>C(Cl)Cl>[F:1][C:2]1[CH:24]=[CH:23][CH:22]=[CH:21][C:3]=1[CH2:4][O:5][CH2:6][CH2:7][CH2:8][CH2:9][NH:10][CH:11]([CH3:12])[CH3:13]. Procedure: The desired intermediate was prepared from the deprotection of 4-(2-fluorobenzyloxy)-N-(t-butoxycarbonyl)-N-(isopropyl)butylamine using standard techniques. The 4-(2-fluorobenzyloxy)-N-(t-butoxycarbonyl)-N-(isopropyl)butylamine was admixed with a 4:1 mixture of methylene chloride and trifluoroacetic acid. The progress of the reaction was monitored by thin layer chromatography. Starting materials: ClCCl, Cc1ccccc1C(=O)Cl, CCN(C(C)C)C(C)C, Nc1ccc(C(=O)N2Cc3ccccc3Cc3ccccc32)c(Cl)c1. Product: Cc1ccccc1C(=O)Nc1ccc(C(=O)N2Cc3ccccc3Cc3ccccc32)c(Cl)c1. Reaction SMILES: [CH2:45]([Cl:46])[Cl:47].[CH3:35][c:36]1[c:37]([C:38](=[O:39])[Cl:40])[cH:41][cH:42][cH:43][cH:44]1.[CH:26]([N:27]([CH2:28][CH3:29])[CH:30]([CH3:31])[CH3:32])([CH3:33])[CH3:34].[Cl:1][c:2]1[c:3]([C:4](=[O:5])[N:6]2[c:7]3[c:8]([cH:17][cH:18][cH:19][cH:20]3)[CH2:9][c:10]3[c:11]([cH:13][cH:14][cH:15][cH:16]3)[CH2:12]2)[cH:21][cH:22][c:23]([NH2:25])[cH:24]1>>[Cl:1][c:2]1[c:3]([C:4](=[O:5])[N:6]2[c:7]3[c:8]([cH:17][cH:18][cH:19][cH:20]3)[CH2:9][c:10]3[c:11]([cH:13][cH:14][cH:15][cH:16]3)[CH2:12]2)[cH:21][cH:22][c:23]([NH:25][C:38]([c:37]2[c:36]([CH3:35])[cH:44][cH:43][cH:42][cH:41]2)=[O:39])[cH:24]1. Reactants: BrC=1C(=C2C(=NC(=NC2=CC1)C=1C=NC=CC1)NC)C (6-Bromo-N,5-dimethyl-2-(pyridin-3-yl)quinazolin-4-amine), FC1=C(C=CC(=C1)F)B(O)O (2,4-difluorophenylboronic acid), [O-]P(=O)([O-])[O-].[K+].[K+].[K+] (K3PO4), Cl (HCl). The reagents and catalysts are C1=CC=C(C=C1)P([C-]2C=CC=C2)C3=CC=CC=C3.C1=CC=C(C=C1)P([C-]2C=CC=C2)C3=CC=CC=C3.Cl[Pd]Cl.[Fe+2].C(Cl)Cl (Pd(dppf)Cl2 CH2Cl2). The solvent is O1CCOCC1 (1,4-dioxane), O (water), C(C)O (ethanol), O (water). Reaction conditions: temperature 90 celsius, time 2.5 hour. Product: Cl.Cl.FC1=C(C=CC(=C1)F)C=1C(=C2C(=NC(=NC2=CC1)C=1C=NC=CC1)NC)C (6-(2,4-difluorophenyl)-N,5-dimethyl-2-(pyridin-3-yl)quinazolin-4-amine dihydrochloride). Yield: 30.0%. Reaction SMILES: Br[C:2]1[C:3]([CH3:20])=[C:4]2[C:9](=[CH:10][CH:11]=1)[N:8]=[C:7]([C:12]1[CH:13]=[N:14][CH:15]=[CH:16][CH:17]=1)[N:6]=[C:5]2[NH:18][CH3:19].[F:21][C:22]1[CH:27]=[C:26]([F:28])[CH:25]=[CH:24][C:23]=1B(O)O.[O-]P([O-])([O-])=O.[K+].[K+].[K+].[ClH:40]>O1CCOCC1.O.C(O)C.C1C=CC(P(C2C=CC=CC=2)[C-]2C=CC=C2)=CC=1.C1C=CC(P(C2C=CC=CC=2)[C-]2C=CC=C2)=CC=1.Cl[Pd]Cl.[Fe+2].C(Cl)Cl>[ClH:40].[ClH:40].[F:21][C:22]1[CH:27]=[C:26]([F:28])[CH:25]=[CH:24][C:23]=1[C:2]1[C:3]([CH3:20])=[C:4]2[C:9](=[CH:10][CH:11]=1)[N:8]=[C:7]([C:12]1[CH:13]=[N:14][CH:15]=[CH:16][CH:17]=1)[N:6]=[C:5]2[NH:18][CH3:19] |f:2.3.4.5,10.11.12.13.14,15.16.17|. Procedure: 6-Bromo-N,5-dimethyl-2-(pyridin-3-yl)quinazolin-4-amine (350 mg, 1.06 mmol), 2,4-difluorophenylboronic acid (252 mg, 1.595 mmol), K3PO4 (677 mg, 3.19 mmol) and Pd(dppf)Cl2—CH2Cl2 (87 mg, 0.106 mmol) were dissolved in the mixed solvent of 1,4-dioxane (10 mL) and water (1 mL). The resulting mixture was stirred at 90° C. for 2.5 hours under N2. After the reaction was completed, water was added to the mixture and extracted with ethyl acetate. The combined organic layers were washed with water and br... The reactants are Mineral Oil, C(C=C)(=O)O (Acrylic acid), N(=NC(C#N)(C)C)C(C#N)(C)C (azobisisobutyronitrile), C(C(=C)C)(=O)OCCCCCCCCCCCCCCCCCC (stearyl methacrylate). Yields the product C(C=C)(=O)O.C(C(=C)C)(=O)OCCCCCCCCCCCCCCCCCC (Acrylic acid stearyl methacrylate). As a reaction SMILES: N(C(C)(C)C#N)=NC(C)(C)C#N.[C:13]([O:18][CH2:19][CH2:20][CH2:21][CH2:22][CH2:23][CH2:24][CH2:25][CH2:26][CH2:27][CH2:28][CH2:29][CH2:30][CH2:31][CH2:32][CH2:33][CH2:34][CH2:35][CH3:36])(=[O:17])[C:14]([CH3:16])=[CH2:15].C(O)(=O)C=C>>[C:13]([OH:18])(=[O:17])[CH:14]=[CH2:15].[C:13]([O:18][CH2:19][CH2:20][CH2:21][CH2:22][CH2:23][CH2:24][CH2:25][CH2:26][CH2:27][CH2:28][CH2:29][CH2:30][CH2:31][CH2:32][CH2:33][CH2:34][CH2:35][CH3:36])(=[O:17])[C:14]([CH3:16])=[CH2:15] |f:3.4|. Reported procedure: Acrylic acid/stearyl methacrylate copolymers were prepared in the following manner: 101.5 grams of Mineral Oil (Isopar®), 0.36 grams of azobisisobutyronitrile initiator, 0.9 grams of Witconate® P10-59 emulsifier and stearyl methacrylate (SMA) were weighed into eight ounce bottles. Acrylic acid (AA) was then weighed in, and the bottles were agitated to mix and dissolve all chemicals. These bottles were also purged with an inert gas, capped and placed in a 60° C. bottle bath for 16 hours. After po...